This data is from the Open Reaction Database (ORD), a public repository of structured organic reaction records. The task is: describe an organic reaction: reactants, conditions, products, and yield Starting materials: NCCC(=O)O (β-alanine), C([O-])([O-])=O.[Na+].[Na+] (sodium carbonate), C(=O)(OCC)N1C(C=2C(C1=O)=CC=CC2)=O (N-carbethoxyphthalimide). Solvent: O (water). Run at time 1.5 hour. The product is C1=CC=C2C(=C1)C(=O)N(C2=O)CCC(=O)O (N-phthaloyl-β-alanine). The yield is 63.6%. Reaction SMILES: [NH2:1][CH2:2][CH2:3][C:4]([OH:6])=[O:5].C(=O)([O-])[O-].[Na+].[Na+].C(N1[C:22](=[O:23])[C:21]2=[CH:24][CH:25]=[CH:26][CH:27]=[C:20]2[C:19]1=[O:28])(OCC)=O>O>[CH:25]1[CH:24]=[C:21]2[C:22]([N:1]([CH2:2][CH2:3][C:4]([OH:6])=[O:5])[C:19](=[O:28])[C:20]2=[CH:27][CH:26]=1)=[O:23] |f:1.2.3|. Procedure details: To a stirred mixture of β-alanine (4.45 g, 50.0 mmoL) and sodium carbonate (5.35 g, 50.5 mmoL) in 100 mL of water is added N-carbethoxyphthalimide (10.95 g, 50.0 mmoL). After 1.5 hour, the reaction slurry is filtered. The filtrate is stirred and the pH adjusted to 1-2 with 4 N hydrochloric acid. After 15 minutes, the resulting slurry is filtered and the solid washed with water. The solid is dried in vacuo (60° C.,<1 mm) to afford 6.96 g (64%) of N-phthaloyl-β-alanine, which can be alternatively ...